This data is from the Open Reaction Database (ORD), a public repository of structured organic reaction records. The task is: describe an organic reaction: reactants, conditions, products, and yield Starting materials: OC1=C2CC(C(NC2=C(C=C1C(C=C)C)C)=O)(C)C (5-hydroxy-6-(1-methyl-2-propenyl)-3,3,8-trimethyl-3,4-dihydrocarbostyril), BrN1C(CCC1=O)=O (N-bromosuccinimide). Run in C(Cl)(Cl)Cl (chloroform), C(Cl)(Cl)Cl (Chloroform). Reaction conditions: time 1 hour. The product is BrCC1C(C=2C(=C3CC(C(NC3=C(C2)C)=O)(C)C)O1)C (2-Bromomethyl-3,5,8,8-tetramethyl-2,3,6,7,8,9-hexahydrofuro[2,3-f]quinoline-7-one). The yield is 90.6%. As a reaction SMILES: [OH:1][C:2]1[C:11]([CH:12]([CH3:15])[CH:13]=[CH2:14])=[CH:10][C:9]([CH3:16])=[C:8]2[C:3]=1[CH2:4][C:5]([CH3:19])([CH3:18])[C:6](=[O:17])[NH:7]2.[Br:20]N1C(=O)CCC1=O>C(Cl)(Cl)Cl>[Br:20][CH2:14][CH:13]1[O:1][C:2]2=[C:3]3[C:8](=[C:9]([CH3:16])[CH:10]=[C:11]2[CH:12]1[CH3:15])[NH:7][C:6](=[O:17])[C:5]([CH3:18])([CH3:19])[CH2:4]3. Procedure details: A solution of 5-hydroxy-6-(1-methyl-2-propenyl)-3,3,8-trimethyl-3,4-dihydrocarbostyril (1.6 g, 6.2 mmol) and N-bromosuccinimide (1.2 g, 6.5 mmol) in chloroform (20 ml) was refluxed while stirring for 1 hour. Chloroform was added to the reaction mixture, followed by washing with water, and drying. The solvent was evaporated, and the residue was recrystallized from ethyl acetate-hexane. 1.9 g of the title compound was obtained as colorless crystals (90.6%). The reactants are CC(Cl)c1cccnc1, O=C(O)c1cccc(-c2ccc3nccn3c2)c1. Reagents/catalysts: O=C([O-])[O-].[Cs+].[Cs+] (cesium carbonate), [I-].[K+] (potassium iodide). Run in CN(C)C=O (DMF), CN(C)C=O (dmf), CN(C)C=O (DMF). Run at temperature 70 celsius, time 16 hour. Yields the product CC(OC(=O)c1cccc(-c2ccc3nccn3c2)c1)c1cccnc1. The reactants are BrC1=CC=C(C=C1)C1(CC2(C1)OCCO2)C(=O)N (2-(4-Bromo-phenyl)-5,8-dioxa-spiro[3,4]octane-2-carboxylic acid amide), O (water), FC(C(=O)OI(OC(C(F)(F)F)=O)C1=CC=CC=C1)(F)F ([bis(trifluoroacetoxy)iodo]benzene), CC#N (CH3CN), C(=O)(O)[O-].[Na+] (NaHCO3). The product is BrC1=CC=C(C=C1)C1(CC2(C1)OCCO2)N (2-(4-Bromo-phenyl)-5,8-dioxa-spiro[3.4]oct-2-ylamine). RXN SMILES: [Br:1][C:2]1[CH:7]=[CH:6][C:5]([C:8]2(C(N)=O)[CH2:11][C:10]3([O:15][CH2:14][CH2:13][O:12]3)[CH2:9]2)=[CH:4][CH:3]=1.O.FC(F)(F)C(OI(C1C=CC=CC=1)OC(=O)C(F)(F)F)=O.C([O-])(O)=O.[Na+].CC#[N:48]>>[Br:1][C:2]1[CH:7]=[CH:6][C:5]([C:8]2([NH2:48])[CH2:11][C:10]3([O:15][CH2:14][CH2:13][O:12]3)[CH2:9]2)=[CH:4][CH:3]=1 |f:3.4|. Procedure: To a solution of Compound [XXXIV] (8.40 g, 26.9 mmol, 1.0 eq.) in CH3CN (26 mL) and water (26 mL) was added [bis(trifluoroacetoxy)iodo]benzene (17.4 g, 40.4 mmol, 1.5 eq.) and the resulting mixture stirred at room temperature. After 16 hours the reaction was slowly poured into NaHCO3 (aq sat) and extracted with ethyl acetate (×3). The combined organic layers were dried, concentrated, and the residue purified by silica gel chromatography by eluting with CHCl3 to CHCl3/MeOH/NH4OH (95:5:1) to give ...